Dataset: the Open Reaction Database (ORD), a public repository of structured organic reaction records. Task: describe an organic reaction: reactants, conditions, products, and yield Starting materials: NC=1SC2=C(N1)C=CC(=C2C(=O)OC)OC2=CC(=C(C=C2)F)NC(CC2=CC(=CC=C2)C(F)(F)F)=O (methyl 2-amino-6-[4-fluoro-3-({[3-(trifluoromethyl)phenyl]acetyl}amino)phenoxy]-1,3-benzothiazole-7-carboxylate), N1=CC=CC=C1 (pyridine), C1(CC1)C(=O)Cl (cyclopropanecarbonyl chloride). Run in O1CCCC1 (tetrahydrofuran), C(C)(=O)OCC (ethyl acetate). Reaction conditions: time 12 hour. The product is C1(CC1)C(=O)NC=1SC2=C(N1)C=CC(=C2C(=O)OC)OC2=CC(=C(C=C2)F)NC(CC2=CC(=CC=C2)C(F)(F)F)=O (methyl 2-[(cyclopropylcarbonyl)amino]-6-[4-fluoro-3-({[3-(trifluoromethyl)phenyl]acetyl}amino)phenoxy]-1,3-benzothiazole-7-carboxylate). The yield is 79.6%. RXN SMILES: [NH2:1][C:2]1[S:3][C:4]2[C:10]([C:11]([O:13][CH3:14])=[O:12])=[C:9]([O:15][C:16]3[CH:21]=[CH:20][C:19]([F:22])=[C:18]([NH:23][C:24](=[O:36])[CH2:25][C:26]4[CH:31]=[CH:30][CH:29]=[C:28]([C:32]([F:35])([F:34])[F:33])[CH:27]=4)[CH:17]=3)[CH:8]=[CH:7][C:5]=2[N:6]=1.N1C=CC=CC=1.[CH:43]1([C:46](Cl)=[O:47])[CH2:45][CH2:44]1>O1CCCC1.C(OCC)(=O)C>[CH:43]1([C:46]([NH:1][C:2]2[S:3][C:4]3[C:10]([C:11]([O:13][CH3:14])=[O:12])=[C:9]([O:15][C:16]4[CH:21]=[CH:20][C:19]([F:22])=[C:18]([NH:23][C:24](=[O:36])[CH2:25][C:26]5[CH:31]=[CH:30][CH:29]=[C:28]([C:32]([F:34])([F:35])[F:33])[CH:27]=5)[CH:17]=4)[CH:8]=[CH:7][C:5]=3[N:6]=2)=[O:47])[CH2:45][CH2:44]1. Procedure: To a solution of methyl 2-amino-6-[4-fluoro-3-({[3-(trifluoromethyl)phenyl]acetyl}amino)phenoxy]-1,3-benzothiazole-7-carboxylate (2.50 mg, 4.81 mmol) in tetrahydrofuran (20 mL) were added pyridine (770 μL, 9.62 mmol) and cyclopropanecarbonyl chloride (790 μL, 8.66 mmol), and the mixture was stirred at room temperature for 12 hr. The reaction mixture was diluted with ethyl acetate (80 mL), washed successively with saturated aqueous sodium hydrogen carbonate solution (50 ml) and saturated brine (5... Reactants: C(C1CO1)OC1=CC=CC=C1 (phenyl glycidyl ether), CC(CC1=CC(=C(C=C1)OC)F)(C)N (1,1-dimethyl-2-(3-fluoro-4-methoxyphenyl)ethylamine). Yields the product OC(CNC(CC1=CC(=C(C=C1)OC)F)(C)C)COC1=CC=CC=C1 (N-(2-hydroxy-3-phenoxypropyl)-1,1-dimethyl-2-(3-fluoro-4-methoxyphenyl) ethylamine). As a reaction SMILES: [CH2:1]([O:5][C:6]1[CH:11]=[CH:10][CH:9]=[CH:8][CH:7]=1)[CH:2]1[O:4][CH2:3]1.[CH3:12][C:13]([NH2:25])([CH3:24])[CH2:14][C:15]1[CH:20]=[CH:19][C:18]([O:21][CH3:22])=[C:17]([F:23])[CH:16]=1>>[OH:4][CH:2]([CH2:1][O:5][C:6]1[CH:11]=[CH:10][CH:9]=[CH:8][CH:7]=1)[CH2:3][NH:25][C:13]([CH3:24])([CH3:12])[CH2:14][C:15]1[CH:20]=[CH:19][C:18]([O:21][CH3:22])=[C:17]([F:23])[CH:16]=1. Procedure: Using the method of Example 6, supra, phenyl glycidyl ether (150 mg, 1.1 mmol) and 1,1-dimethyl-2-(3-fluoro-4-methoxyphenyl)ethylamine (197 mg, 1 mmol) were used to prepare the title compound. The title compound crystallized on standing to yield 169 mg of small crystals: GC/EI-MS, m/z (rel. int.) 332 (M+ -15,0.1), 209 (16), 208 (100), 139 (13), 133 (5), 114 (7), 107 (6), 77 (11), 71 (12), 70 (20), 58 (9). Starting materials: C(CCC)[Li] (butyl lithium), solution, BrC1=CC=C(C=C1)C (p-bromotoluene), II (iodine), [OH-].[Na+] (sodium hydroxide), ClC1=CC=NC2=CC=CC=C12 (4-chloroquinoline). Solvent: CCCCCC (hexane), C(Cl)Cl (methylene chloride), CCOCC (ether), O (water), CCOCC (ether). Run at time 10 minute. Product: ClC1=CC(=NC2=CC=CC=C12)C1=CC=C(C=C1)C (4-Chloro-2-(4-methylphenyl)quinoline). Isolated yield 51.2%. As a reaction SMILES: Br[C:2]1[CH:7]=[CH:6][C:5]([CH3:8])=[CH:4][CH:3]=1.C([Li])CCC.[Cl:14][C:15]1[C:24]2[C:19](=[CH:20][CH:21]=[CH:22][CH:23]=2)[N:18]=[CH:17][CH:16]=1.II.[OH-].[Na+]>CCOCC.CCCCCC.C(Cl)Cl.O>[Cl:14][C:15]1[C:24]2[C:19](=[CH:20][CH:21]=[CH:22][CH:23]=2)[N:18]=[C:17]([C:2]2[CH:7]=[CH:6][C:5]([CH3:8])=[CH:4][CH:3]=2)[CH:16]=1 |f:4.5|. Reported procedure: To a solution of 4.3 g (25 mmol) of p-bromotoluene in 75 ml of ether cooled to 5° was dropwise added 15 ml of a 1.6M solution of butyl lithium in hexane, while maintaining the temperature below 5°. This mixture was stirred at 5° for 10 min. and at 30° for 10 min., and then cooled to -20°. A solution of 3.4 g (20 mmol) of 4-chloroquinoline in 15 ml of ether was added while maintaining the temperature at -20°. It was allowed to warm to room temperature during 15 min. To the reaction mixture was th... Starting materials: C1(=CC=CC=C1)C1NC(CC(C1C)O)C1=CC=CC=C1 (2,6-diphenyl-3-methyl-4-hydroxypiperidine), C(CCC)[Li] (n-butyllithium), C(CCCCCCCCCCC)(=O)Cl (lauroyl chloride). Yields the product C(CCCCCCCCCCC)(=O)OC1C(C(NC(C1)C1=CC=CC=C1)C1=CC=CC=C1)C (2,6-Diphenyl-3-methylpiperidin-4-yl Laurate). Yield: 65.3%. RXN SMILES: [C:1]1([CH:7]2[CH:12]([CH3:13])[CH:11]([OH:14])[CH2:10][CH:9]([C:15]3[CH:20]=[CH:19][CH:18]=[CH:17][CH:16]=3)[NH:8]2)[CH:6]=[CH:5][CH:4]=[CH:3][CH:2]=1.C([Li])CCC.[C:26](Cl)(=[O:38])[CH2:27][CH2:28][CH2:29][CH2:30][CH2:31][CH2:32][CH2:33][CH2:34][CH2:35][CH2:36][CH3:37]>>[C:26]([O:14][CH:11]1[CH2:10][CH:9]([C:15]2[CH:16]=[CH:17][CH:18]=[CH:19][CH:20]=2)[NH:8][CH:7]([C:1]2[CH:2]=[CH:3][CH:4]=[CH:5][CH:6]=2)[CH:12]1[CH3:13])(=[O:38])[CH2:27][CH2:28][CH2:29][CH2:30][CH2:31][CH2:32][CH2:33][CH2:34][CH2:35][CH2:36][CH3:37]. Procedure: The general procedure of Example 1 is repeated using 22.8 g (85.2 mmol) of 2,6-diphenyl-3-methyl-4-hydroxypiperidine, 34 mL (85 mmol) of n-butyllithium (2.5M in hexanes) and 18.6 g (85.2 mmol) of lauroyl chloride. 25.0 g (65% yield) of the title compound is isolated after purification by LC (silica gel, ethyl acetate/hexane): mp 56°-59° C.